This data is from the Open Reaction Database (ORD), a public repository of structured organic reaction records. The task is: describe an organic reaction: reactants, conditions, products, and yield Starting materials: solution, C(C)(C)(C)O[C@H](CO)C1=C(C2=C(N=C(S2)C2=CC(=NC=C2)C2=CC=C3C=NN(C3=C2)C)C=C1C)C1=CC=C(C=C1)Cl ((S)-2-tert-butoxy-2-(7-(4-chlorophenyl)-5-methyl-2-(2-(1-methyl-1H-indazol-6-yl)pyridin-4-yl)benzo[d]thiazol-6-yl)ethanol), C(C)#N (ACN), I(=O)(=O)(=O)O (periodic acid), [O-2].[O-2].[O-2].[Cr+6] (chromium trioxide), C(C)#N (acetonitrile). Run at time 1 hour. Product: I(=O)(=O)(=O)O.[O-2].[O-2].[O-2].[Cr+6] (periodic acid chromium trioxide), C(C)(C)(C)O[C@H](C(=O)O)C1=C(C2=C(N=C(S2)C2=CC(=NC=C2)C=2C=C3C=NN(C3=CC2)C)C=C1C)C1=CC=C(C=C1)Cl ((S)-2-tert-butoxy-2-(7-(4-chlorophenyl)-5-methyl-2-(2-(1-methyl-1H-indazol-5-yl)pyridin-4-yl)benzo[d]thiazol-6-yl)acetic acid). As a reaction SMILES: [I:1]([OH:5])(=[O:4])(=[O:3])=[O:2].[O-2:6].[O-2].[O-2].[Cr+6:9].[C:10]([O:14][C@@H:15]([C:18]1[C:42]([CH3:43])=[CH:41][C:21]2[N:22]=[C:23]([C:25]3[CH:30]=[CH:29][N:28]=[C:27](C4C=C5C(C=NN5C)=CC=4)[CH:26]=3)[S:24][C:20]=2[C:19]=1[C:44]1[CH:49]=[CH:48][C:47]([Cl:50])=[CH:46][CH:45]=1)[CH2:16][OH:17])([CH3:13])([CH3:12])[CH3:11].[C:51](#[N:53])[CH3:52]>>[I:1]([OH:5])(=[O:4])(=[O:3])=[O:2].[O-2:14].[O-2:6].[O-2:2].[Cr+6:9].[C:10]([O:14][C@@H:15]([C:18]1[C:42]([CH3:43])=[CH:41][C:21]2[N:22]=[C:23]([C:25]3[CH:30]=[CH:29][N:28]=[C:27]([C:18]4[CH:15]=[C:52]5[C:21](=[CH:20][CH:19]=4)[N:22]([CH3:23])[N:53]=[CH:51]5)[CH:26]=3)[S:24][C:20]=2[C:19]=1[C:44]1[CH:45]=[CH:46][C:47]([Cl:50])=[CH:48][CH:49]=1)[C:16]([OH:6])=[O:17])([CH3:13])([CH3:12])[CH3:11] |f:1.2.3.4,7.8.9.10.11|. Reported procedure: A stock solution of periodic acid/chromium trioxide was prepared according to WO 99/52850 by dissolving periodic acid (11.4 g, 50.0 mmol) and chromium trioxide (23 mg, 1.2 mol %) in wet acetonitrile (0.75% H2O) to a volume of 114 mL. This stock solution (0.6 mL) was added to a solution of (S)-2-tert-butoxy-2-(7-(4-chlorophenyl)-5-methyl-2-(2-(1-methyl-1H-indazol-6-yl)pyridin-4-yl)benzo[d]thiazol-6-yl)ethanol (25 mg, 0.049 mmol) in ACN (3 mL) at room temperature and stirred for one hour. The reac... Reactants: CN(C)C=O, O=C(O)c1cccc(O)c1, CC(C)(C)[Si](Cl)(c1ccccc1)c1ccccc1, c1c[nH]cn1. Product: CC(C)(C)[Si](OC(=O)c1cccc(O)c1)(c1ccccc1)c1ccccc1. Reaction SMILES: [CH3:34][N:35]([CH3:36])[CH:37]=[O:38].[OH:1][C:2](=[O:3])[c:4]1[cH:5][cH:6][cH:7][c:8]([OH:9])[cH:10]1.[c:16]1([Si:22]([C:23]([CH3:24])([CH3:25])[CH3:26])([c:27]2[cH:28][cH:29][cH:30][cH:31][cH:32]2)[Cl:33])[cH:17][cH:18][cH:19][cH:20][cH:21]1.[nH:11]1[cH:12][cH:13][n:14][cH:15]1>>[O:1]([C:2](=[O:3])[c:4]1[cH:5][cH:6][cH:7][c:8]([OH:9])[cH:10]1)[Si:22]([c:16]1[cH:17][cH:18][cH:19][cH:20][cH:21]1)([C:23]([CH3:24])([CH3:25])[CH3:26])[c:27]1[cH:28][cH:29][cH:30][cH:31][cH:32]1. RXN SMILES: [C:25]([O:26][BH-:27]([O:28][C:29](=[O:30])[CH3:31])[O:32][C:33](=[O:34])[CH3:35])(=[O:36])[CH3:37].[CH2:19]1[CH2:20][O:21][CH2:22][CH2:23][NH:24]1.[CH3:41][C:42](=[O:43])[OH:44].[N:1]1([CH2:7][CH2:8][CH2:9][O:10][c:11]2[cH:12][cH:13][c:14]([CH:15]=[O:16])[cH:17][cH:18]2)[CH2:2][CH2:3][CH2:4][CH2:5][CH2:6]1.[Na+:38].[Na+:40].[OH-:39]>>[N:1]1([CH2:7][CH2:8][CH2:9][O:10][c:11]2[cH:12][cH:13][c:14]([CH2:15][N:24]3[CH2:19][CH2:20][O:21][CH2:22][CH2:23]3)[cH:17][cH:18]2)[CH2:2][CH2:3][CH2:4][CH2:5][CH2:6]1. Starting materials: CC(=O)O[BH-](OC(C)=O)OC(C)=O, C1COCCN1, CC(=O)O, O=Cc1ccc(OCCCN2CCCCC2)cc1, [Na+], [Na+], [OH-]. The product is c1cc(OCCCN2CCCCC2)ccc1CN1CCOCC1. Starting materials: F[Sb-](F)(F)(F)(F)F.[Na+] (sodium hexafluoroantimonate), [O-]S(=O)(=O)C(F)(F)F.C[S+](C=1C=C(C=CC1)N(C1=CC=C(C=C1)C=CC1=CC=C(C=C1)N(C=1C=C(C=CC1)[S+](C)C)C1=CC=CC=C1)C1=CC=CC=C1)C.[O-]S(=O)(=O)C(F)(F)F ({3-[[4-(2-{4-[[3-(dimethylsulfonio)phenyl](phenyl)amino]-phenyl}-vinyl)phenyl](phenyl)amino]phenyl}(dimethyl)sulfonium triflate), resultant mixture. Solvent: CC(=O)C (acetone), C(Cl)Cl (methylene chloride). Yields the product F[Sb-](F)(F)(F)(F)F.C[S+](C=1C=C(C=CC1)N(C1=CC=C(C=C1)C=CC1=CC=C(C=C1)N(C=1C=C(C=CC1)[S+](C)C)C1=CC=CC=C1)C1=CC=CC=C1)C.F[Sb-](F)(F)(F)(F)F ({3-[[4-(2-{4-[[3-(dimethylsulfonio)phenyl](phenyl)amino]phenyl}vinyl)phenyl](phenyl)amino]phenyl}(dimethyl)sulfonium hexafluoro-antimonate). Reaction SMILES: [O-]S(C(F)(F)F)(=O)=O.[CH3:9][S+:10]([CH3:54])[C:11]1[CH:12]=[C:13]([N:17]([C:48]2[CH:53]=[CH:52][CH:51]=[CH:50][CH:49]=2)[C:18]2[CH:23]=[CH:22][C:21]([CH:24]=[CH:25][C:26]3[CH:31]=[CH:30][C:29]([N:32]([C:42]4[CH:47]=[CH:46][CH:45]=[CH:44][CH:43]=4)[C:33]4[CH:34]=[C:35]([S+:39]([CH3:41])[CH3:40])[CH:36]=[CH:37][CH:38]=4)=[CH:28][CH:27]=3)=[CH:20][CH:19]=2)[CH:14]=[CH:15][CH:16]=1.[O-]S(C(F)(F)F)(=O)=O.[F:63][Sb-:64]([F:69])([F:68])([F:67])([F:66])[F:65].[Na+]>C(Cl)Cl.CC(C)=O>[F:63][Sb-:64]([F:69])([F:68])([F:67])([F:66])[F:65].[CH3:41][S+:39]([CH3:40])[C:35]1[CH:34]=[C:33]([N:32]([C:42]2[CH:43]=[CH:44][CH:45]=[CH:46][CH:47]=2)[C:29]2[CH:28]=[CH:27][C:26]([CH:25]=[CH:24][C:21]3[CH:22]=[CH:23][C:18]([N:17]([C:48]4[CH:49]=[CH:50][CH:51]=[CH:52][CH:53]=4)[C:13]4[CH:12]=[C:11]([S+:10]([CH3:9])[CH3:54])[CH:16]=[CH:15][CH:14]=4)=[CH:19][CH:20]=3)=[CH:31][CH:30]=2)[CH:38]=[CH:37][CH:36]=1.[F:63][Sb-:64]([F:69])([F:68])([F:67])([F:66])[F:65] |f:0.1.2,3.4,7.8.9|. Procedure details: trans-{3-[[4-(2-{4-[[3-(dimethylsulfonio)phenyl](phenyl)amino]phenyl}vinyl)phenyl](phenyl)amino]phenl}(dimethyl)sulfonium triflate (17) (0.3 g 0.33 mmol) was dissolved in methylene chloride (5 ml) and acetone (10 ml). To this solution was added 10 ml aqueous sodium hexafluoroantimonate solution (0.341 g, 1.32 mmol). The resultant mixture was stirred three days in the dark at room temperature with slow evaporation of methylene chloride and acetone, a yellow solid was formed and collected by filtr... Reactants: C(CCC)C=1N=C(NC(C1CC1=CC=C(C=C1)C=1C(=CC=CC1)C#N)=O)C (4′-[(4-butyl-2-methyl-6-oxo-1,6-dihydropyrimidin-5-yl)methyl]biphenyl-2-carbonitrile), N(=NC(=O)N1CCCCC1)C(=O)N1CCCCC1 (1,1′-(azodicarbonyl)dipiperidine), C(CCC)P(CCCC)CCCC (tributylphosphine), CN1N=C(C=C1C)CO ((1,5-dimethyl-1H-pyrazol-3-yl)methanol). Solvent: O1CCCC1 (tetrahydrofuran), C(C)(=O)OCC (ethyl acetate). Run at time 4 hour. Product: C(CCC)C=1N=C(N(C(C1CC1=CC=C(C=C1)C=1C(=CC=CC1)C#N)=O)CC1=NN(C(=C1)C)C)C (4′-({4-butyl-1-[(1,5-dimethyl-1H-pyrazol-3-yl)methyl]-2-methyl-6-oxo-1,6-dihydropyrimidin-5-yl}methyl)biphenyl-2-carbonitrile). Isolated yield 61.4%. As a reaction SMILES: [CH2:1]([C:5]1[N:6]=[C:7]([CH3:27])[NH:8][C:9](=[O:26])[C:10]=1[CH2:11][C:12]1[CH:17]=[CH:16][C:15]([C:18]2[C:19]([C:24]#[N:25])=[CH:20][CH:21]=[CH:22][CH:23]=2)=[CH:14][CH:13]=1)[CH2:2][CH2:3][CH3:4].N(C(N1CCCCC1)=O)=NC(N1CCCCC1)=O.C(P(CCCC)CCCC)CCC.[CH3:59][N:60]1[C:64]([CH3:65])=[CH:63][C:62]([CH2:66]O)=[N:61]1>C(OCC)(=O)C.O1CCCC1>[CH2:1]([C:5]1[N:6]=[C:7]([CH3:27])[N:8]([CH2:66][C:62]2[CH:63]=[C:64]([CH3:65])[N:60]([CH3:59])[N:61]=2)[C:9](=[O:26])[C:10]=1[CH2:11][C:12]1[CH:17]=[CH:16][C:15]([C:18]2[C:19]([C:24]#[N:25])=[CH:20][CH:21]=[CH:22][CH:23]=2)=[CH:14][CH:13]=1)[CH2:2][CH2:3][CH3:4]. Procedure: A mixture of 4′-[(4-butyl-2-methyl-6-oxo-1,6-dihydropyrimidin-5-yl)methyl]biphenyl-2-carbonitrile (1 g), 1,1′-(azodicarbonyl)dipiperidine (1.41 g), tributylphosphine (1.56 mL), (1,5-dimethyl-1H-pyrazol-3-yl)methanol (0.53 g) and tetrahydrofuran (50 mL) was stirred at room temperature for 4 hr. The reaction mixture was diluted with ethyl acetate, washed with water and then with saturated brine, and dried over anhydrous magnesium sulfate. The solvent was evaporated under reduced pressure and the r...